Dataset: the Open Reaction Database (ORD), a public repository of structured organic reaction records. Task: describe an organic reaction: reactants, conditions, products, and yield The reactants are CCOC(=O)c1ccc2c(c1)nc(-c1ccc(Oc3cccc(Br)c3)cc1)n2C1CCCCC1, CO, Cl, COC(=N)c1ccc(O)cc1. The product is CCOC(=O)c1ccc2c(c1)nc(-c1ccc(O)cc1)n2C1CCCCC1. RXN SMILES: [Br:1][c:2]1[cH:3][c:4]([O:5][c:6]2[cH:7][cH:8][c:9](-[c:12]3[n:13][c:14]4[c:15]([n:16]3[CH:17]3[CH2:18][CH2:19][CH2:20][CH2:21][CH2:22]3)[cH:23][cH:24][c:25]([C:27](=[O:28])[O:29][CH2:30][CH3:31])[cH:26]4)[cH:10][cH:11]2)[cH:32][cH:33][cH:34]1.[CH3:47][OH:48].[ClH:35].[OH:36][c:37]1[cH:38][cH:39][c:40]([C:41](=[NH:42])[O:43][CH3:44])[cH:45][cH:46]1>>[OH:5][c:6]1[cH:7][cH:8][c:9](-[c:12]2[n:13][c:14]3[c:15]([n:16]2[CH:17]2[CH2:18][CH2:19][CH2:20][CH2:21][CH2:22]2)[cH:23][cH:24][c:25]([C:27](=[O:28])[O:29][CH2:30][CH3:31])[cH:26]3)[cH:10][cH:11]1. Starting materials: Cc1ccccc1C(=O)Cl, ClCCl, Fc1cc2nc(COc3ccccc3)n(Cc3ccc(OC(F)(F)F)cc3)c2cc1N1CCNCC1. The product is Cc1ccccc1C(=O)N1CCN(c2cc3c(cc2F)nc(COc2ccccc2)n3Cc2ccc(OC(F)(F)F)cc2)CC1. Reaction SMILES: [CH3:37][c:38]1[c:39]([C:40](=[O:41])[Cl:42])[cH:43][cH:44][cH:45][cH:46]1.[Cl:47][CH2:48][Cl:49].[F:1][c:2]1[cH:3][c:4]2[c:5]([n:6]([CH2:17][c:18]3[cH:19][cH:20][c:21]([O:24][C:25]([F:26])([F:27])[F:28])[cH:22][cH:23]3)[c:7]([CH2:9][O:10][c:11]3[cH:12][cH:13][cH:14][cH:15][cH:16]3)[n:8]2)[cH:29][c:30]1[N:31]1[CH2:32][CH2:33][NH:34][CH2:35][CH2:36]1>>[F:1][c:2]1[cH:3][c:4]2[c:5]([n:6]([CH2:17][c:18]3[cH:19][cH:20][c:21]([O:24][C:25]([F:26])([F:27])[F:28])[cH:22][cH:23]3)[c:7]([CH2:9][O:10][c:11]3[cH:12][cH:13][cH:14][cH:15][cH:16]3)[n:8]2)[cH:29][c:30]1[N:31]1[CH2:32][CH2:33][N:34]([C:40]([c:39]2[c:38]([CH3:37])[cH:46][cH:45][cH:44][cH:43]2)=[O:41])[CH2:35][CH2:36]1.